From a dataset of the Open Reaction Database (ORD), a public repository of structured organic reaction records. describe an organic reaction: reactants, conditions, products, and yield Starting materials: CN1N=CC(=C1N)C(=O)OCC (1-methyl-4-carboethoxy-5-aminopyrazole), C(O)(O)O (orthoformic acid), C(C)O (ethanol). Product: C(C)OC=NC1=C(C=NN1C)C(=O)OCC (5-[(ethoxy-methylene)amino]-1-methyl-1h-pyrazole-4-carboxylic acid, ethyl ester). Isolated yield 87.0%. RXN SMILES: [CH3:1][N:2]1[C:6]([NH2:7])=[C:5]([C:8]([O:10][CH2:11][CH3:12])=[O:9])[CH:4]=[N:3]1.[CH:13]([OH:16])(O)O.[CH2:17](O)[CH3:18]>>[CH2:17]([O:16][CH:13]=[N:7][C:6]1[N:2]([CH3:1])[N:3]=[CH:4][C:5]=1[C:8]([O:10][CH2:11][CH3:12])=[O:9])[CH3:18]. Reported procedure: 84.6 g. of 1-methyl-4-carboethoxy-5-aminopyrazole and 74.1 g. of orthoformic acid triethyul ester are heated together until the splitting off of ethanol has ended. The oily residue is distilled under oil pump vacuum to obtain 5-[(ethoxy-methylene)amino]-1-methyl-1h-pyrazole-4-carboxylic acid, ethyl ester b.p. 98°-102°; m.p. 32°-34° (yield87%).